From a dataset of the Open Reaction Database (ORD), a public repository of structured organic reaction records. describe an organic reaction: reactants, conditions, products, and yield The reactants are FC(OC=1C=C(C=CC1O)C=1OC=C(N1)CCC(=O)C1=C(C=CC=C1)OCC)F (3-[2-(3-difluoromethoxy-4-hydroxyphenyl)oxazol-4-yl]-1-(2-ethoxyphenyl)propan-1-one), C(C=C)Br (allyl bromide). RXN SMILES: [F:1][CH:2]([F:29])[O:3][C:4]1[CH:5]=[C:6]([C:11]2[O:12][CH:13]=[C:14]([CH2:16][CH2:17][C:18]([C:20]3[CH:25]=[CH:24][CH:23]=[CH:22][C:21]=3[O:26][CH2:27][CH3:28])=[O:19])[N:15]=2)[CH:7]=[CH:8][C:9]=1[OH:10].[CH2:30](Br)[CH:31]=[CH2:32]>>[CH2:32]([O:10][C:9]1[CH:8]=[CH:7][C:6]([C:11]2[O:12][CH:13]=[C:14]([CH2:16][CH2:17][C:18]([C:20]3[CH:25]=[CH:24][CH:23]=[CH:22][C:21]=3[O:26][CH2:27][CH3:28])=[O:19])[N:15]=2)=[CH:5][C:4]=1[O:3][CH:2]([F:1])[F:29])[CH:31]=[CH2:30]. Procedure details: Using the compound obtained in Example 363 and allyl bromide, white powdery 3-[2-(4-allyloxy-3-difluoromethoxy phenyl)oxazol-4-yl]-1-(2-ethoxyphenyl)propan-1-one was obtained following the procedure of Example 3. Yields the product C(C=C)OC1=C(C=C(C=C1)C=1OC=C(N1)CCC(=O)C1=C(C=CC=C1)OCC)OC(F)F (3-[2-(4-allyloxy-3-difluoromethoxy phenyl)oxazol-4-yl]-1-(2-ethoxyphenyl)propan-1-one). The product is C1(CCCCC1)S(=O)(=O)C1=C(C=CC(=C1)[N+](=O)[O-])NS(=O)(=O)C (N-(2-cyclohexylsulfonyl-4-nitrophenyl)methanesulfonamide). RXN SMILES: [CH:1]1([S:7]([C:9]2[CH:14]=[C:13]([N+:15]([O-:17])=[O:16])[CH:12]=[CH:11][C:10]=2[NH:18][S:19]([CH3:22])(=[O:21])=[O:20])=[O:8])[CH2:6][CH2:5][CH2:4][CH2:3][CH2:2]1.ClC1C=CC=C(C(OO)=[O:31])C=1.[OH-].[Na+]>C(Cl)(Cl)Cl>[CH:1]1([S:7]([C:9]2[CH:14]=[C:13]([N+:15]([O-:17])=[O:16])[CH:12]=[CH:11][C:10]=2[NH:18][S:19]([CH3:22])(=[O:20])=[O:21])(=[O:31])=[O:8])[CH2:2][CH2:3][CH2:4][CH2:5][CH2:6]1 |f:2.3|. Procedure: To 20 ml of a chloroform solution containing 1.2 g of N-(2-cyclohexylsulfinyl-4-nitrophenyl)methanesulfonamide obtained in Example 3 was added dropwise 60 ml of a chloroform solution containing 3.9 g of m-chloroperbenzoic acid under ice cooling with stirring. The mixture was stirred for 3 hours. The reaction solution was poured into ice water, neutralized with a dilute aqueous sodium hydroxide solution and extracted with chloroform. The chloroform layer was washed, in turn, with water and a satu... The reactants are [OH-].[Na+] (sodium hydroxide), ClC1=CC(=CC=C1)C(=O)OO (m-chloroperbenzoic acid), ice water, C1(CCCCC1)S(=O)C1=C(C=CC(=C1)[N+](=O)[O-])NS(=O)(=O)C (N-(2-cyclohexylsulfinyl-4-nitrophenyl)methanesulfonamide). Solvent: C(Cl)(Cl)Cl (chloroform), C(Cl)(Cl)Cl (chloroform). Isolated yield 87.6%. Product: ClC=1N=CC(=NC1)C(=O)O (5-Chloro-2-pyrazinecarboxylic acid). Starting materials: ClC=1N=CC(=NC1)C(=O)OC (methyl 5-chloro-2-pyrazinecarboxylate), C([O-])([O-])=O.[K+].[K+] (potassium carbonate). Procedure details: A solution of methyl 5-chloro-2-pyrazinecarboxylate (Bio-Farma; 1.50 g, 8.69 mmol) in a mixture of methanol (16 ml) and water (8 ml) was stirred at room temperature and treated with potassium carbonate (1.201 g, 8.69 mmol). The resulting solution was stirred for 2 hrs and the methanol removed under reduced pressure. The residue was partitioned between ethyl acetate and water (20 ml) and the aqueous layer acidified by addition of 5M hydrochloric acid. Extraction (×2) with ethyl acetate and drying... Solvent: CO (methanol), O (water). Isolated yield 72.6%. As a reaction SMILES: [Cl:1][C:2]1[N:3]=[CH:4][C:5]([C:8]([O:10]C)=[O:9])=[N:6][CH:7]=1.C(=O)([O-])[O-].[K+].[K+]>CO.O>[Cl:1][C:2]1[N:3]=[CH:4][C:5]([C:8]([OH:10])=[O:9])=[N:6][CH:7]=1 |f:1.2.3|. Starting materials: O=C(n1ccnc1)n1ccnc1, O=C(O)c1ccc(F)c(F)c1Nc1ccc(C#CCOC2CCCCO2)cc1F, NOCCO. Yields the product O=C(NOCCO)c1ccc(F)c(F)c1Nc1ccc(C#CCOC2CCCCO2)cc1F. RXN SMILES: [C:30]([n:31]1[cH:32][cH:33][n:34][cH:35]1)([n:36]1[cH:37][cH:38][n:39][cH:40]1)=[O:41].[F:1][c:2]1[c:3]([NH:12][c:13]2[c:14]([F:29])[cH:15][c:16]([C:19]#[C:20][CH2:21][O:22][CH:23]3[O:24][CH2:25][CH2:26][CH2:27][CH2:28]3)[cH:17][cH:18]2)[c:4]([C:5](=[O:6])[OH:7])[cH:8][cH:9][c:10]1[F:11].[NH2:42][O:43][CH2:44][CH2:45][OH:46]>>[F:1][c:2]1[c:3]([NH:12][c:13]2[c:14]([F:29])[cH:15][c:16]([C:19]#[C:20][CH2:21][O:22][CH:23]3[O:24][CH2:25][CH2:26][CH2:27][CH2:28]3)[cH:17][cH:18]2)[c:4]([C:5](=[O:7])[NH:42][O:43][CH2:44][CH2:45][OH:46])[cH:8][cH:9][c:10]1[F:11]. The reactants are OC=1C=C(C=CC1)[C@H](C)NC(OC(C)(C)C)=O ((S)-tert-butyl 1-(3-hydroxyphenyl)ethylcarbamate), C1(CCCCC1)O (cyclohexanol), C1=CC=C(C=C1)P(C2=CC=CC=C2)C3=CC=CC=C3 (PPh3), CCOC(=O)/N=N/C(=O)OCC (DEAD), C1(CCCCC1)O (cyclohexanol), C1=CC=C(C=C1)P(C2=CC=CC=C2)C3=CC=CC=C3 (PPh3), CCOC(=O)/N=N/C(=O)OCC (DEAD). Solvent: C1CCOC1 (THF). Run at time 16 hour. Yields the product C1(CCCCC1)OC=1C=C(C=CC1)[C@H](C)NC(OC(C)(C)C)=O ((S)-tert-butyl 1-(3-(cyclohexyloxy)phenyl)ethylcarbamate). The yield is 55.1%. RXN SMILES: [OH:1][C:2]1[CH:3]=[C:4]([C@@H:8]([NH:10][C:11](=[O:17])[O:12][C:13]([CH3:16])([CH3:15])[CH3:14])[CH3:9])[CH:5]=[CH:6][CH:7]=1.[CH:18]1(O)[CH2:23][CH2:22][CH2:21][CH2:20][CH2:19]1.C1C=CC(P(C2C=CC=CC=2)C2C=CC=CC=2)=CC=1.CCOC(/N=N/C(OCC)=O)=O>C1COCC1>[CH:18]1([O:1][C:2]2[CH:3]=[C:4]([C@@H:8]([NH:10][C:11](=[O:17])[O:12][C:13]([CH3:16])([CH3:15])[CH3:14])[CH3:9])[CH:5]=[CH:6][CH:7]=2)[CH2:23][CH2:22][CH2:21][CH2:20][CH2:19]1. Procedure: To a solution of (S)-tert-butyl 1-(3-hydroxyphenyl)ethylcarbamate (100 mg, 0.421 mmol), cyclohexanol (0.180 ml, 1.686 mmol) and PPh3 (221 mg, 0.843 mmol) in THF (2 ml), was added DEAD (0.133 ml, 0.843 mmol) dropwise, under N2, at room temperature. The resulting yellow solution was stirred for 3 hours, at which point another batch of cyclohexanol (0.180 ml, 1.686 mmol), PPh3 (221 mg, 0.843 mmol), and 10 min later DEAD (0.133 ml, 0.843 mmol), was added at room temperature. The reaction mixture was... Reactants: C(C)(C)(C)OC(NC1CCC(CC1)NC=1C=2N(C=CN1)C(=CN2)C2=NC(=NC=C2)SC)=O ({4-[3-(2-methylsulfanyl-pyrimidin-4-yl)-imidazo[1,2-a]pyrazin-8-ylamino]-cyclohexyl}-carbamic acid tert-butyl ester), C1=CC(=CC(=C1)Cl)C(=O)OO (m-CPBA). Run in ClCCl (dichloromethane). Reaction conditions: temperature 0 celsius, time 2 hour. Yields the product C(C)(C)(C)OC(NC1CCC(CC1)NC=1C=2N(C=CN1)C(=CN2)C2=NC(=NC=C2)S(=O)C)=O ({4-[3-(2-methanesulfinyl-pyrimidin-4-yl)-imidazo[1,2-a]pyrazin-8-ylamino]-cyclohexyl}-carbamic acid tert-butyl ester). As a reaction SMILES: [C:1]([O:5][C:6](=[O:32])[NH:7][CH:8]1[CH2:13][CH2:12][CH:11]([NH:14][C:15]2[C:16]3[N:17]([C:21]([C:24]4[CH:29]=[CH:28][N:27]=[C:26]([S:30][CH3:31])[N:25]=4)=[CH:22][N:23]=3)[CH:18]=[CH:19][N:20]=2)[CH2:10][CH2:9]1)([CH3:4])([CH3:3])[CH3:2].C1C=C(Cl)C=C(C(OO)=[O:41])C=1>ClCCl>[C:1]([O:5][C:6](=[O:32])[NH:7][CH:8]1[CH2:13][CH2:12][CH:11]([NH:14][C:15]2[C:16]3[N:17]([C:21]([C:24]4[CH:29]=[CH:28][N:27]=[C:26]([S:30]([CH3:31])=[O:41])[N:25]=4)=[CH:22][N:23]=3)[CH:18]=[CH:19][N:20]=2)[CH2:10][CH2:9]1)([CH3:4])([CH3:3])[CH3:2]. Reported procedure: {4-[3-(2-Methylsulfanyl-pyrimidin-4-yl)-imidazo[1,2-a]pyrazin-8-ylamino]-cyclohexyl}-carbamic acid tert-butyl ester (from Example 47 supra) (150 mg, 0.323 mmol) was dissolved in dichloromethane (20 mL), then m-CPBA (134 mg, 0.659 mmol) was added slowly. The reaction mixture was stirred at 0° C. for 2 hours. The solvent was removed under reduced pressure and the solid was purified by chromatography (silica gel, 10 g, 200-300 mesh, eluting with dichloromethane:methanol, 20:1) to afford {4-[3-(2-me...